From a dataset of the Open Reaction Database (ORD), a public repository of structured organic reaction records. describe an organic reaction: reactants, conditions, products, and yield The reactants are CCc1c(C(=O)c2cc(C)cc(C)c2)n(CC=CCOC(C)=O)c(=O)[nH]c1=O, C[O-], CC(=O)O, CO, [Na+]. Yields the product CCc1c(C(=O)c2cc(C)cc(C)c2)n(CC=CCO)c(=O)[nH]c1=O. RXN SMILES: [C:1](=[O:2])([CH3:3])[O:4][CH2:5][CH:6]=[CH:7][CH2:8][n:9]1[c:10](=[O:28])[nH:11][c:12](=[O:27])[c:13]([CH2:25][CH3:26])[c:14]1[C:15]([c:16]1[cH:17][c:18]([CH3:23])[cH:19][c:20]([CH3:22])[cH:21]1)=[O:24].[CH3:29][O-:30].[CH3:32][C:33](=[O:34])[OH:35].[CH3:36][OH:37].[Na+:31]>>[OH:4][CH2:5][CH:6]=[CH:7][CH2:8][n:9]1[c:10](=[O:28])[nH:11][c:12](=[O:27])[c:13]([CH2:25][CH3:26])[c:14]1[C:15]([c:16]1[cH:17][c:18]([CH3:23])[cH:19][c:20]([CH3:22])[cH:21]1)=[O:24]. RXN SMILES: [CH:27]1([Br:32])[CH2:28][CH2:29][CH2:30][CH2:31]1.[K+:21].[K+:22].[O-:23][C:24]([O-:25])=[O:26].[O:34]=[CH:35][N:36]([CH3:37])[CH3:38].[OH2:33].[cH:1]1[c:2](-[c:11]2[n:12][nH:13][c:14]3[n:15][cH:16][n:17][c:18]([NH2:20])[c:19]23)[cH:3][cH:4][c:5]2[cH:6][cH:7][cH:8][cH:9][c:10]12>>[cH:1]1[c:2](-[c:11]2[n:12][n:13]([CH:27]3[CH2:28][CH2:29][CH2:30][CH2:31]3)[c:14]3[n:15][cH:16][n:17][c:18]([NH2:20])[c:19]23)[cH:3][cH:4][c:5]2[cH:6][cH:7][cH:8][cH:9][c:10]12. The product is Nc1ncnc2c1c(-c1ccc3ccccc3c1)nn2C1CCCC1. The reactants are BrC1CCCC1, [K+], [K+], O=C([O-])[O-], CN(C)C=O, O, Nc1ncnc2[nH]nc(-c3ccc4ccccc4c3)c12. Starting materials: C(C)(C)(C)N1N=C(C=2C1=NC=NC2N)C2=CC=C(C=C2)[N+](=O)[O-] (1-tert-butyl-3-(4-nitrophenyl)-1H-pyrazolo[3,4-d]pyrimidin-4-amine). Run in C(=O)O (formic acid), Cl (HCl). Product: [N+](=O)([O-])C1=CC=C(C=C1)C1=NNC2=NC=NC(=C21)N (3-(4-nitrophenyl)-1H-pyrazolo[3,4-d]pyrimidin-4-amine). As a reaction SMILES: C([N:5]1[C:9]2=[N:10][CH:11]=[N:12][C:13]([NH2:14])=[C:8]2[C:7]([C:15]2[CH:20]=[CH:19][C:18]([N+:21]([O-:23])=[O:22])=[CH:17][CH:16]=2)=[N:6]1)(C)(C)C>C(O)=O.Cl>[N+:21]([C:18]1[CH:17]=[CH:16][C:15]([C:7]2[C:8]3[C:9](=[N:10][CH:11]=[N:12][C:13]=3[NH2:14])[NH:5][N:6]=2)=[CH:20][CH:19]=1)([O-:23])=[O:22]. Procedure: 1-tert-butyl-3-(4-nitrophenyl)-1H-pyrazolo[3,4-d]pyrimidin-4-amine (21 mg, 0.082 mmol) was dissolved in a solution of formic acid (2 mL) and conc. HCl (0.2 mL) and heated to reflux for 30 min. Reaction was concentrated in vacuo and purified by RP-HPLC (MeCN:H2O:0.1% TFA). ESI-MS (M+H)+ m/z calcd 257.1, found 257.3. Starting materials: O=C1CCC(c2ccc(Br)cc2)C1, CC(C)C[Al+]CC(C)C, ClCCl, Cl, [H-]. Yields the product OC1CCC(c2ccc(Br)cc2)C1. RXN SMILES: [Br:1][c:2]1[cH:3][cH:4][c:5]([CH:8]2[CH2:9][C:10](=[O:13])[CH2:11][CH2:12]2)[cH:6][cH:7]1.[CH2:15]([Al+:16][CH2:17][CH:18]([CH3:19])[CH3:20])[CH:21]([CH3:22])[CH3:23].[Cl:25][CH2:26][Cl:27].[ClH:24].[H-:14]>>[Br:1][c:2]1[cH:3][cH:4][c:5]([CH:8]2[CH2:9][CH:10]([OH:13])[CH2:11][CH2:12]2)[cH:6][cH:7]1. Starting materials: Cl.COC([C@@H](NC([C@H](NC)CC1=CC=CC=C1)=O)CC1=CNC2=CC=CC=C12)=O (N-methyl-(D)-phenylalanyl-(L)-tryptophan methyl ester hydrochloride), ClC(=O)OC(C)C (isopropyl chloroformate), methyl ester. Solvent: C(C)N(CC)CC (triethylamine). Product: C(C)(C)OC(=O)N([C@H](CC1=CC=CC=C1)C(=O)N[C@@H](CC1=CNC2=CC=CC=C12)C(=O)O)C (N-isopropoxycarbonyl-N-methyl-(D)-phenylalanyl-(L)-tryptophan). RXN SMILES: Cl.C[O:3][C:4](=[O:29])[C@H:5]([CH2:19][C:20]1[C:28]2[C:23](=[CH:24][CH:25]=[CH:26][CH:27]=2)[NH:22][CH:21]=1)[NH:6][C:7](=[O:18])[C@@H:8]([CH2:11][C:12]1[CH:17]=[CH:16][CH:15]=[CH:14][CH:13]=1)[NH:9][CH3:10].Cl[C:31]([O:33][CH:34]([CH3:36])[CH3:35])=[O:32]>C(N(CC)CC)C>[CH:34]([O:33][C:31]([N:9]([CH3:10])[C@@H:8]([C:7]([NH:6][C@H:5]([C:4]([OH:29])=[O:3])[CH2:19][C:20]1[C:28]2[C:23](=[CH:24][CH:25]=[CH:26][CH:27]=2)[NH:22][CH:21]=1)=[O:18])[CH2:11][C:12]1[CH:13]=[CH:14][CH:15]=[CH:16][CH:17]=1)=[O:32])([CH3:36])[CH3:35] |f:0.1|. Procedure: Reaction of N-methyl-(D)-phenylalanyl-(L)-tryptophan methyl ester hydrochloride (see example 1) with isopropyl chloroformate in the presence of triethylamine followed by hydrolysis of the methyl ester moiety according to example 1 gives N-isopropoxycarbonyl-N-methyl-(D)-phenylalanyl-(L)-tryptophan; FAB-MS m/e 452 (M+H)+. Reactants: ClC=1C(=NC=C(C1)O)C1=CC=C(C=C1)OCCCCCCCC (3-chloro-5-hydroxy-2-(4-octyloxyphenyl)pyridine), C1(CCCCC1)N=C=NC1CCCCC1 (dicyclohexylcarbodiimide), C(CCCC)[C@@H]1CC[C@H](CC1)C(=O)O (trans-4-pentylcyclohexanecarboxylic acid). The reagents and catalysts are CN(C)C1=CC=NC=C1 (4-(N,N-dimethylamino)-pyridine). Run in ClCCl (dichloromethane). The product is C(CCCC)[C@@H]1CC[C@H](CC1)C(=O)OC=1C=C(C(=NC1)C1=CC=C(C=C1)OCCCCCCCC)Cl (3-chloro-2-(4-octyloxyphenyl)pyridin-5-yl trans-4-pentylcyclohexanecarboxylate). The yield is 21.8%. RXN SMILES: [Cl:1][C:2]1[C:3]([C:9]2[CH:14]=[CH:13][C:12]([O:15][CH2:16][CH2:17][CH2:18][CH2:19][CH2:20][CH2:21][CH2:22][CH3:23])=[CH:11][CH:10]=2)=[N:4][CH:5]=[C:6]([OH:8])[CH:7]=1.C1(N=C=NC2CCCCC2)CCCCC1.[CH2:39]([C@H:44]1[CH2:49][CH2:48][C@H:47]([C:50](O)=[O:51])[CH2:46][CH2:45]1)[CH2:40][CH2:41][CH2:42][CH3:43]>CN(C1C=CN=CC=1)C.ClCCl>[CH2:39]([C@H:44]1[CH2:45][CH2:46][C@H:47]([C:50]([O:8][C:6]2[CH:7]=[C:2]([Cl:1])[C:3]([C:9]3[CH:10]=[CH:11][C:12]([O:15][CH2:16][CH2:17][CH2:18][CH2:19][CH2:20][CH2:21][CH2:22][CH3:23])=[CH:13][CH:14]=3)=[N:4][CH:5]=2)=[O:51])[CH2:48][CH2:49]1)[CH2:40][CH2:41][CH2:42][CH3:43]. Procedure: 0.78 g (2.50 mmol) of 3-chloro-5-hydroxy-2-(4-octyloxyphenyl)pyridine, 0.52 g (2.50 mmol) of dicyclohexylcarbodiimide, 0.50 g (2.50 mmol) of trans-4-pentylcyclohexanecarboxylic acid and 0.01 g of 4-(N,N-dimethylamino)-pyridine are stirred at room temperature for 18 hours in 20 ml of dichloromethane. Filtration, evaporation to dryness and chromatographic purification (silica gel/ hexane:ethyl acetate 8:2) and recrystallization from acetonitrile give 0.28 g of 3-chloro-2-(4-octyloxyphenyl)pyridin-...